This data is from the Open Reaction Database (ORD), a public repository of structured organic reaction records. The task is: describe an organic reaction: reactants, conditions, products, and yield The reactants are CC1(C2=C(NCCC1)C=C(C=C2)[N+](=O)[O-])C (5,5-Dimethyl-8-nitro-2,3,4,5-tetrahydro-1H-benzo[b]azepine), N1=CC=CC=C1 (Pyridine), ClC(=O)OC1=CC=C(C=C1)[N+](=O)[O-] (p-Nitrophenyl Chloroformate). The reagents and catalysts are CN(C1=CC=NC=C1)C (4-Dimethylaminopyridine). Run in ClCCCl (1,2-Dichloroethane). Run at time 41 hour. Yields the product [N+](=O)([O-])C1=CC=C(C=C1)OC(=O)N1C2=C(C(CCC1)(C)C)C=CC(=C2)[N+](=O)[O-] (5,5-Dimethyl-8-nitro-2,3,4,5-tetrahydro-benzo[b]azepine-1-carboxylic acid 4-nitro-phenyl ester). Isolated yield 46.0%. RXN SMILES: [CH3:1][C:2]1([CH3:16])[CH2:8][CH2:7][CH2:6][NH:5][C:4]2[CH:9]=[C:10]([N+:13]([O-:15])=[O:14])[CH:11]=[CH:12][C:3]1=2.N1C=CC=CC=1.Cl[C:24]([O:26][C:27]1[CH:32]=[CH:31][C:30]([N+:33]([O-:35])=[O:34])=[CH:29][CH:28]=1)=[O:25]>CN(C)C1C=CN=CC=1.ClCCCl>[N+:33]([C:30]1[CH:29]=[CH:28][C:27]([O:26][C:24]([N:5]2[CH2:6][CH2:7][CH2:8][C:2]([CH3:16])([CH3:1])[C:3]3[CH:12]=[CH:11][C:10]([N+:13]([O-:15])=[O:14])=[CH:9][C:4]2=3)=[O:25])=[CH:32][CH:31]=1)([O-:35])=[O:34]. Procedure details: 5,5-Dimethyl-8-nitro-2,3,4,5-tetrahydro-1H-benzo[b]azepine (0.797 g, 3.62 mmol), Pyridine (0.310 mL, 3.83 mmol) and 4-Dimethylaminopyridine (21 mg, 0.17 mmol) were dissolved in anhydrous 1,2-Dichloroethane (5.0 mL) before adding p-Nitrophenyl Chloroformate (0.541 g, 2.68 mmol). The reaction was stirred at room temperature for 41 hours and then concentrated under reduced pressure. The residue was purified by normal phase chromatography to yield an off-white solid, 5,5-Dimethyl-8-nitro-2,3,4,5-tet... Starting materials: CCC(O)c1cc(Cl)nnc1OC, C1CCOC1. Product: CCC(=O)c1cc(Cl)nnc1OC. RXN SMILES: [Cl:1][c:2]1[cH:3][c:4]([CH:10]([CH2:11][CH3:12])[OH:13])[c:5]([O:8][CH3:9])[n:6][n:7]1.[O:14]1[CH2:15][CH2:16][CH2:17][CH2:18]1>>[Cl:1][c:2]1[cH:3][c:4]([C:10]([CH2:11][CH3:12])=[O:13])[c:5]([O:8][CH3:9])[n:6][n:7]1. The reactants are FCC(C(F)F)CC(F)F (2-fluoromethyl-1,1,4,4-tetrafluorobutane), FCC(CO)O (3-fluoro-1,2-propanediol), CF2 carbene. Product: FCC(=C(F)F)C=C(F)F (2-fluoromethyl-1,1,4,4-tetrafluoro-1,3-butadiene). RXN SMILES: [F:1][CH2:2][CH:3]([CH2:7][CH:8]([F:10])[F:9])[CH:4]([F:6])[F:5].FCC(O)CO>>[F:1][CH2:2][C:3]([CH:7]=[C:8]([F:10])[F:9])=[C:4]([F:6])[F:5]. Procedure details: As another example, 2-fluoromethyl-1,1,4,4-tetrafluorobutane may be prepared by oxidizing commercially available 3-fluoro-1,2-propanediol to form a product which may then be reacted with CF2 carbene to form 2-fluoromethyl-1,1,4,4-tetrafluoro-1,3-butadiene which may then be hydrogenated to form 2-fluoromethyl-1,1,4,4-tetrafluorobutane. Reactants: FC1=CC=C(C=C1)C[C@@H](C(=O)NC1=CC(=NN1C)C1=CC=NC=C1)NC(OC(C)(C)C)=O (Tert-butyl (S)-3-(4-fluorophenyl)-1-(1-methyl-3-(pyridin-4-yl)-1H-pyrazol-5-ylamino)-1-oxopropan-2-ylcarbamate), Cl (hydrogen chloride). Run in O1CCOCC1 (1,4-dioxane), O1CCOCC1 (1,4-dioxane). Reaction conditions: time 2 hour. Yields the product N[C@H](C(=O)NC1=CC(=NN1C)C1=CC=NC=C1)CC1=CC=C(C=C1)F ((S)-2-Amino-3-(4-fluorophenyl)-N-(1-methyl-3-(pyridin-4-yl)-1H-pyrazol-5-yl)propanamide). The yield is 86.9%. RXN SMILES: [F:1][C:2]1[CH:7]=[CH:6][C:5]([CH2:8][C@H:9]([NH:25]C(=O)OC(C)(C)C)[C:10]([NH:12][C:13]2[N:17]([CH3:18])[N:16]=[C:15]([C:19]3[CH:24]=[CH:23][N:22]=[CH:21][CH:20]=3)[CH:14]=2)=[O:11])=[CH:4][CH:3]=1.Cl>O1CCOCC1>[NH2:25][C@@H:9]([CH2:8][C:5]1[CH:4]=[CH:3][C:2]([F:1])=[CH:7][CH:6]=1)[C:10]([NH:12][C:13]1[N:17]([CH3:18])[N:16]=[C:15]([C:19]2[CH:24]=[CH:23][N:22]=[CH:21][CH:20]=2)[CH:14]=1)=[O:11]. Procedure details: To a 100 ml flask was added tert-butyl (S)-3-(4-fluorophenyl)-1-(1-methyl-3-(pyridin-4-yl)-1H-pyrazol-5-ylamino)-1-oxopropan-2-ylcarbamate 103.1.A (1.35 g, 3.07 mmole), 18 ml of 4N-hydrogen chloride solution in 1,4-dioxane and 9 ml of 1,4-dioxane. The reaction was stirred at room temperature for 2 hours at which time the solvent was removed by rotary evaporation. The residue was suspended in ethyl acetate, and washed successively with saturated sodium bicarbonate, water and brine. The organic la... Starting materials: FC(C)(F)C1=CC(=C(\C=N\[S@](=O)C(C)(C)C)C=C1)F ((R,E)-N-(4-(1,1-difluoroethyl)-2-fluorobenzylidene)-2-methylpropane-2-sulfinamide), C[Mg]Br (methylmagnesium bromide), C[Mg]Br (methylmagnesium bromide). The solvent is C(Cl)Cl (DCM). Reaction conditions: temperature 0 celsius, time 1 hour. Yields the product FC(C)(F)C1=CC(=C(C=C1)[C@H](C)NS(=O)C(C)(C)C)F (N—((S)-1-(4-(1,1-difluoroethyl)-2-fluorophenyl)ethyl)-2-methylpropane-2-sulfinamide). As a reaction SMILES: [F:1][C:2]([C:5]1[CH:18]=[CH:17][C:8](/[CH:9]=[N:10]/[S@@:11]([C:13]([CH3:16])([CH3:15])[CH3:14])=[O:12])=[C:7]([F:19])[CH:6]=1)([F:4])[CH3:3].[CH3:20][Mg]Br>C(Cl)Cl>[F:1][C:2]([C:5]1[CH:18]=[CH:17][C:8]([C@@H:9]([NH:10][S:11]([C:13]([CH3:14])([CH3:15])[CH3:16])=[O:12])[CH3:20])=[C:7]([F:19])[CH:6]=1)([F:4])[CH3:3]. Reported procedure: To a solution of (R,E)-N-(4-(1,1-difluoroethyl)-2-fluorobenzylidene)-2-methylpropane-2-sulfinamide (497 mg, 1.706 mmol) in DCM (9.59 mL) was added methylmagnesium bromide (3M in diethylether; 1.20 mL) at 0° C. The reaction mixture was allowed to stir for 1 hr at 0° C., gradually allowed to warm to room temperature and stirred for 1 hr at room temperature. The mixture was cooled to 0° C., additional methylmagnesium bromide (3M in diethylether; 0.5 mL) was added and stirring was continued for 30 m... The reactants are CO, Cc1cc(F)c([N+](=O)[O-])cc1O. Yields the product Cc1cc(F)c(N)cc1O. Reaction SMILES: [CH3:13][OH:14].[F:1][c:2]1[cH:3][c:4]([CH3:12])[c:5]([OH:11])[cH:6][c:7]1[N+:8]([O-:9])=[O:10]>>[F:1][c:2]1[cH:3][c:4]([CH3:12])[c:5]([OH:11])[cH:6][c:7]1[NH2:8].